From a dataset of the Open Reaction Database (ORD), a public repository of structured organic reaction records. describe an organic reaction: reactants, conditions, products, and yield Reactants: C[C@@H]1CN(CCN1)C(=O)OC(C)(C)C ((R)-tert-butyl 3-methylpiperazine-1-carboxylate), BrC1=NC2=C(C(=NC(=C2)C#N)C=2C=NC=C(C2)Cl)N1C[C@@H]1CC[C@H](CC1)C (2-bromo-4-(5-chloropyridin-3-yl)-3-((trans-4-methylcyclohexyl)methyl)-3H-imidazo[4,5-c]pyridine-6-carbonitrile), [F-].[K+] (potassium fluoride), CCN(C(C)C)C(C)C (DIEA). The solvent is CCOC(=O)C (EtOAc), CS(=O)C (DMSO). Reaction conditions: temperature 100 celsius. The product is ClC=1C=C(C=NC1)C1=NC(=CC2=C1N(C(=N2)N2[C@@H](CN(CC2)C(=O)OC(C)(C)C)C)C[C@@H]2CC[C@H](CC2)C)C#N ((R)-tert-butyl 4-(4-(5-chloropyridin-3-yl)-6-cyano-3-((trans-4-methylcyclohexyl)methyl)-3H-imidazo[4,5-c]pyridin-2-yl)-3-methylpiperazine-1-carboxylate). Reaction SMILES: [CH3:1][C@H:2]1[NH:7][CH2:6][CH2:5][N:4]([C:8]([O:10][C:11]([CH3:14])([CH3:13])[CH3:12])=[O:9])[CH2:3]1.Br[C:16]1[N:33]([CH2:34][C@H:35]2[CH2:40][CH2:39][C@H:38]([CH3:41])[CH2:37][CH2:36]2)[C:19]2[C:20]([C:26]3[CH:27]=[N:28][CH:29]=[C:30]([Cl:32])[CH:31]=3)=[N:21][C:22]([C:24]#[N:25])=[CH:23][C:18]=2[N:17]=1.[F-].[K+].CCN(C(C)C)C(C)C>CCOC(C)=O.CS(C)=O>[Cl:32][C:30]1[CH:31]=[C:26]([C:20]2[C:19]3[N:33]([CH2:34][C@H:35]4[CH2:40][CH2:39][C@H:38]([CH3:41])[CH2:37][CH2:36]4)[C:16]([N:7]4[CH2:6][CH2:5][N:4]([C:8]([O:10][C:11]([CH3:13])([CH3:12])[CH3:14])=[O:9])[CH2:3][C@H:2]4[CH3:1])=[N:17][C:18]=3[CH:23]=[C:22]([C:24]#[N:25])[N:21]=2)[CH:27]=[N:28][CH:29]=1 |f:2.3|. Procedure: To a microwave vial was added (R)-tert-butyl 3-methylpiperazine-1-carboxylate (purchased from Astatech) (180 mg, 0.899 mmol), 2-bromo-4-(5-chloropyridin-3-yl)-3-((trans-4-methylcyclohexyl)methyl)-3H-imidazo[4,5-c]pyridine-6-carbonitrile (200 mg, 0.450 mmol, Preparative Example 3.1), potassium fluoride (78 mg, 1.349 mmol), DMSO (1 ml) and DIEA (0.236 ml, 1.349 mmol). The reaction vial was capped and heated to 100° C. overnight. The mixture was cooled to room temperature and diluted with EtOAc. Th... The reactants are ClCCl, OCC(F)(F)COC1CCCCO1, O=S(=O)(OS(=O)(=O)C(F)(F)F)C(F)(F)F, c1ccncc1. As a reaction SMILES: [Cl:35][CH2:36][Cl:37].[F:16][C:17]([CH2:18][OH:19])([CH2:20][O:21][CH:22]1[O:23][CH2:24][CH2:25][CH2:26][CH2:27]1)[F:28].[F:1][C:2]([S:3](=[O:4])(=[O:5])[O:8][S:9](=[O:10])(=[O:11])[C:12]([F:13])([F:14])[F:15])([F:6])[F:7].[cH:29]1[cH:30][cH:31][n:32][cH:33][cH:34]1>>[O:8]([S:9](=[O:10])(=[O:11])[C:12]([F:13])([F:14])[F:15])[CH2:18][C:17]([F:16])([CH2:20][O:21][CH:22]1[O:23][CH2:24][CH2:25][CH2:26][CH2:27]1)[F:28]. Yields the product O=S(=O)(OCC(F)(F)COC1CCCCO1)C(F)(F)F. The reactants are [N+](=O)([O-])C1=CC=C(C(=O)Cl)C=C1 (p-nitrobenzoyl chloride), C(C1=CC=CC=C1)(=O)NC=1C=2N=CN([C@H]3C[C@H](O)[C@@H](CO)O3)C2N=CN1 (6-N-benzoyldeoxyadenosine), CO (methanol). Solvent: N1=CC=CC=C1 (pyridine), N1=CC=CC=C1 (pyridine). Yields the product [N+](=O)([O-])C1=CC=C(C(=O)OC[C@@H]2[C@H](C[C@@H](O2)N2C=NC=3C(NC(C4=CC=CC=C4)=O)=NC=NC23)O)C=C1 (5′-O-p-Nitrobenzoyl-6-N-Benzoyl Deoxyadenosine). Reaction SMILES: [N+:1]([C:4]1[CH:12]=[CH:11][C:7]([C:8](Cl)=[O:9])=[CH:6][CH:5]=1)([O-:3])=[O:2].[C:13]([NH:21][C:22]1[C:23]2[N:24]=[CH:25][N:26]([C:35]=2[N:36]=[CH:37][N:38]=1)[C@@H:27]1[O:34][C@H:31]([CH2:32][OH:33])[C@@H:29]([OH:30])[CH2:28]1)(=[O:20])[C:14]1[CH:19]=[CH:18][CH:17]=[CH:16][CH:15]=1.CO>N1C=CC=CC=1>[N+:1]([C:4]1[CH:12]=[CH:11][C:7]([C:8]([O:33][CH2:32][C@H:31]2[O:34][C@@H:27]([N:26]3[C:35]4[N:36]=[CH:37][N:38]=[C:22]([NH:21][C:13](=[O:20])[C:14]5[CH:19]=[CH:18][CH:17]=[CH:16][CH:15]=5)[C:23]=4[N:24]=[CH:25]3)[CH2:28][C@@H:29]2[OH:30])=[O:9])=[CH:6][CH:5]=1)([O-:3])=[O:2]. Reported procedure: The synthesis of this product is carried out by reacting 1 eq of p-nitrobenzoyl chloride with 6-N-benzoyldeoxyadenosine for 4 hours in pyridine. After hydrolysis of the excess reagent, partial evaporation of the pyridine, extraction and evaporation of the chloroformic phase, the product is obtained by column chromatography (elution 4% methanol). Starting materials: CC(C)(C)OC(=O)N1C(Cc2ccccc2F)C(Cc2ncccc2C(=O)O)OC1(C)C, C[Si](C)(C)C=[N+]=[N-], CCCCCC, CO, c1ccccc1. Product: COC(=O)c1cccnc1CC1OC(C)(C)N(C(=O)OC(C)(C)C)C1Cc1ccccc1F. RXN SMILES: [C:1]([CH3:2])([CH3:3])([CH3:4])[O:5][C:6](=[O:7])[N:8]1[C:9]([CH3:31])([CH3:32])[O:10][CH:11]([CH2:21][c:22]2[c:23]([C:24](=[O:25])[OH:26])[cH:27][cH:28][cH:29][n:30]2)[CH:12]1[CH2:13][c:14]1[c:15]([F:20])[cH:16][cH:17][cH:18][cH:19]1.[CH3:33][Si:34]([CH:35]=[N+:36]=[N-:37])([CH3:38])[CH3:39].[CH3:40][CH2:41][CH2:42][CH2:43][CH2:44][CH3:45].[CH3:52][OH:53].[cH:46]1[cH:47][cH:48][cH:49][cH:50][cH:51]1>>[C:1]([CH3:2])([CH3:3])([CH3:4])[O:5][C:6](=[O:7])[N:8]1[C:9]([CH3:31])([CH3:32])[O:10][CH:11]([CH2:21][c:22]2[c:23]([C:24]([O:25][CH3:33])=[O:26])[cH:27][cH:28][cH:29][n:30]2)[CH:12]1[CH2:13][c:14]1[c:15]([F:20])[cH:16][cH:17][cH:18][cH:19]1. The reactants are O=Cc1cc(Br)cs1, C1CCNCC1, CCO, O=C1CSC(=O)N1. Product: O=C1NC(=O)C(=Cc2cc(Br)cs2)S1. As a reaction SMILES: [Br:1][c:2]1[cH:3][c:4]([CH:7]=[O:8])[s:5][cH:6]1.[CH2:16]1[CH2:17][CH2:18][NH:19][CH2:20][CH2:21]1.[CH3:22][CH2:23][OH:24].[S:9]1[C:10](=[O:15])[NH:11][C:12](=[O:14])[CH2:13]1>>[Br:1][c:2]1[cH:3][c:4]([CH:7]=[C:13]2[S:9][C:10](=[O:15])[NH:11][C:12]2=[O:14])[s:5][cH:6]1.